This data is from the Open Reaction Database (ORD), a public repository of structured organic reaction records. The task is: describe an organic reaction: reactants, conditions, products, and yield Reactants: ClC(COC(=O)CON=C(C(=O)OCC)C(CCl)=O)(Cl)Cl (ethyl 2-(2,2,2-trichloroethoxycarbonylmethoxyimino)-4-chloro-3-oxobutyrate), NC(=S)N (thiourea), C(C)(=O)[O-].[Na+] (sodium acetate). Run in C(C)O (ethanol), O (water). Conditions: temperature 40 celsius, time 5 hour. Product: NC=1SC=C(N1)C(C(=O)OCC)=NOCC(=O)OCC(Cl)(Cl)Cl (ethyl 2-(2-aminothiazol-4-yl)-2-(2,2,2-trichloroethoxycarbonylmethoxyimino)acetate). Yield: 51.1%. RXN SMILES: [Cl:1][C:2]([Cl:21])([Cl:20])[CH2:3][O:4][C:5]([CH2:7][O:8][N:9]=[C:10]([C:16](=O)[CH2:17]Cl)[C:11]([O:13][CH2:14][CH3:15])=[O:12])=[O:6].[NH2:22][C:23]([NH2:25])=[S:24].C([O-])(=O)C.[Na+]>C(O)C.O>[NH2:25][C:23]1[S:24][CH:17]=[C:16]([C:10](=[N:9][O:8][CH2:7][C:5]([O:4][CH2:3][C:2]([Cl:21])([Cl:20])[Cl:1])=[O:6])[C:11]([O:13][CH2:14][CH3:15])=[O:12])[N:22]=1 |f:2.3|. Reported procedure: A mixture of ethyl 2-(2,2,2-trichloroethoxycarbonylmethoxyimino)-4-chloro-3-oxobutyrate (20 g), thiourea (3.9 g) and sodium acetate (4.2 g) in ethanol (50 ml) and water (50 ml) was stirred at 40° C. for 5 hours. After removal of the solvent from the reaction mixture, the residue was triturated with diisopropyl ether. The precipitates were collected by filtration and washed with diisopropyl ether to give ethyl 2-(2-aminothiazol-4-yl)-2-(2,2,2-trichloroethoxycarbonylmethoxyimino)acetate (syn isome... Starting materials: CN1C(C(=NC2=C(C1=O)C=CC=C2)SC)C2=CC=CC=C2 (3,4-dihydro-4-methyl-2-methylthio-3-phenyl-5H-1,4-benzodiazepine-5-one), C(CC1=CC=CC=C1)N (phenethylamine). Conditions: temperature 240 celsius, time 1 hour. The product is CN1C(C(=NC2=C(C1=O)C=CC=C2)NCCC2=CC=CC=C2)C2=CC=CC=C2 (3,4-dihydro-4-methyl-2-phenethylamino-3-phenyl-5H-1,4-benzodiazepine-5-one). As a reaction SMILES: [CH3:1][N:2]1[C:8](=[O:9])[C:7]2[CH:10]=[CH:11][CH:12]=[CH:13][C:6]=2[N:5]=[C:4](SC)[CH:3]1[C:16]1[CH:21]=[CH:20][CH:19]=[CH:18][CH:17]=1.[CH2:22]([NH2:30])[CH2:23][C:24]1[CH:29]=[CH:28][CH:27]=[CH:26][CH:25]=1>>[CH3:1][N:2]1[C:8](=[O:9])[C:7]2[CH:10]=[CH:11][CH:12]=[CH:13][C:6]=2[N:5]=[C:4]([NH:30][CH2:22][CH2:23][C:24]2[CH:29]=[CH:28][CH:27]=[CH:26][CH:25]=2)[CH:3]1[C:16]1[CH:21]=[CH:20][CH:19]=[CH:18][CH:17]=1. Procedure details: A mixture of 7.41 g (0.025 m) of 3,4-dihydro-4-methyl-2-methylthio-3-phenyl-5H-1,4-benzodiazepine-5-one and 12.11 g (0.100 m) of phenethylamine is heated in an oil bath for 6 hours. The temperature of the oil bath is slowly raised to 240° C and held there for 1 hour. After cooling to room temperature, the residual oil is crystallized from ether to give the crude product, 3,4-dihydro-4-methyl-2-phenethylamino-3-phenyl-5H-1,4-benzodiazepine-5-one. Recrystallization from ethyl acetate and ethyl ace... The reactants are CN(C)C=O, CO, O=C1CCC(=O)N1Cl, CCn1ccc2cnc(NC(=O)c3ccc(C(C)(O)CO)c(C)c3)cc21. Yields the product CCn1cc(Cl)c2cnc(NC(=O)c3ccc(C(C)(O)CO)c(C)c3)cc21. As a reaction SMILES: [CH3:35][N:36]([CH3:37])[CH:38]=[O:39].[CH3:40][OH:41].[Cl:27][N:28]1[C:29](=[O:30])[CH2:31][CH2:32][C:33]1=[O:34].[OH:1][CH2:2][C:3]([CH3:4])([OH:5])[c:6]1[c:7]([CH3:26])[cH:8][c:9]([C:10](=[O:11])[NH:12][c:13]2[cH:14][c:15]3[c:16]([cH:17][n:18]2)[cH:19][cH:20][n:21]3[CH2:22][CH3:23])[cH:24][cH:25]1>>[OH:1][CH2:2][C:3]([CH3:4])([OH:5])[c:6]1[c:7]([CH3:26])[cH:8][c:9]([C:10](=[O:11])[NH:12][c:13]2[cH:14][c:15]3[c:16]([cH:17][n:18]2)[c:19]([Cl:27])[cH:20][n:21]3[CH2:22][CH3:23])[cH:24][cH:25]1. Starting materials: BrCCCCCCCCOC1=CC=C(C=C1)C1=CC=C(C(=O)O)C=C1 (4-[4-(8-Bromooctyloxy)phenyl]benzoic acid), Cl (HCl), O (water), C(C)(=O)OCC (ethyl acetate). Run in C[O-].[Na+] (sodium methylate), CN(C=O)C (N,N-dimethylformamide). The product is COCCCCCCCCOC1=CC=C(C=C1)C1=CC=C(C(=O)O)C=C1 (4-[4-(8-Methoxyoctyloxy)phenyl]benzoic acid). As a reaction SMILES: Br[CH2:2][CH2:3][CH2:4][CH2:5][CH2:6][CH2:7][CH2:8][CH2:9][O:10][C:11]1[CH:16]=[CH:15][C:14]([C:17]2[CH:25]=[CH:24][C:20]([C:21]([OH:23])=[O:22])=[CH:19][CH:18]=2)=[CH:13][CH:12]=1.O.[C:27](OCC)(=[O:29])C.Cl>C[O-].[Na+].CN(C)C=O>[CH3:27][O:29][CH2:2][CH2:3][CH2:4][CH2:5][CH2:6][CH2:7][CH2:8][CH2:9][O:10][C:11]1[CH:16]=[CH:15][C:14]([C:17]2[CH:25]=[CH:24][C:20]([C:21]([OH:23])=[O:22])=[CH:19][CH:18]=2)=[CH:13][CH:12]=1 |f:4.5|. Procedure: A solution of 4-[4-(8-Bromooctyloxy)phenyl]benzoic acid (1 g) in a mixture of sodium methylate (28% solution in methanol) (10 ml) and N,N-dimethylformamide (5 ml) was refluxed for 5 hours. The reaction mixture was added to a mixture of water and ethyl acetate and adjusted to pH 2.0 with conc. HCl. The organic layer was taken and dried over magnesium sulfate. The magnesium sulfate was filtered off, and the filtrate was evaporated under reduced pressure to give 4-[4-(8-Methoxyoctyloxy)phenyl]benzo...